Dataset: the Open Reaction Database (ORD), a public repository of structured organic reaction records. Task: describe an organic reaction: reactants, conditions, products, and yield The reactants are CC1=C(C(=NO1)C(=O)C1=C(C=CC=C1)Cl)[N+](=O)[O-] ((5-methyl-4-nitroisoxazol-3-yl)-2-chlorophenylmethanone), Cl[Sn]Cl (SnCl2), [OH-].[Na+] (sodium hydroxide). Run in O1CCCC1 (tetrahydrofuran), Cl (hydrochloric acid), O1CCCC1 (THF). Run at time 16 hour. Yields the product NC=1C(=NOC1C)C(=O)C1=C(C=CC=C1)Cl ((4-Amino-5-methylisoxazol-3-yl)-2-chlorophenylmethanone). Isolated yield 64.0%. RXN SMILES: [CH3:1][C:2]1[O:6][N:5]=[C:4]([C:7]([C:9]2[CH:14]=[CH:13][CH:12]=[CH:11][C:10]=2[Cl:15])=[O:8])[C:3]=1[N+:16]([O-])=O.Cl[Sn]Cl.[OH-].[Na+]>O1CCCC1.Cl>[NH2:16][C:3]1[C:4]([C:7]([C:9]2[CH:14]=[CH:13][CH:12]=[CH:11][C:10]=2[Cl:15])=[O:8])=[N:5][O:6][C:2]=1[CH3:1] |f:2.3|. Reported procedure: A solution of (5-methyl-4-nitroisoxazol-3-yl)-2-chlorophenylmethanone of Example IIIa (5.3 g, 20 mmoles) in tetrahydrofuran (THF) (25 ml) was added to a mixture of SnCl2. 2H2O (18 g, 80 mmoles) in concentrated hydrochloric acid (35 ml) and THF (20 ml) over 1 hour. After stirring overnight at room temperature (about 16 hours), the reaction mixture was poured into cold 10% sodium hydroxide (500 ml) with stirring and extracted with ethyl acetate. The extracts were washed with dilute sodium chloride... The reactants are [H-], [Na+], C1CCOC1, O, O=Cc1c[nH]c(-c2ccccc2)n1, O=S(=O)(Cl)c1cc2ccccc2s1. The product is O=Cc1cn(S(=O)(=O)c2cc3ccccc3s2)c(-c2ccccc2)n1. Reaction SMILES: [H-:14].[Na+:15].[O:30]1[CH2:31][CH2:32][CH2:33][CH2:34]1.[OH2:29].[c:1]1(-[c:7]2[nH:8][cH:9][c:10]([CH:12]=[O:13])[n:11]2)[cH:2][cH:3][cH:4][cH:5][cH:6]1.[s:16]1[c:17]([S:25](=[O:26])(=[O:27])[Cl:28])[cH:18][c:19]2[c:20]1[cH:21][cH:22][cH:23][cH:24]2>>[c:1]1(-[c:7]2[n:8]([S:25]([c:17]3[s:16][c:20]4[c:19]([cH:18]3)[cH:24][cH:23][cH:22][cH:21]4)(=[O:26])=[O:27])[cH:9][c:10]([CH:12]=[O:13])[n:11]2)[cH:2][cH:3][cH:4][cH:5][cH:6]1.